This data is from the Open Reaction Database (ORD), a public repository of structured organic reaction records. The task is: describe an organic reaction: reactants, conditions, products, and yield The reagents and catalysts are [Zn] (zinc). Procedure: To a solution of 0.5 g of [2-(5,6-dimethoxy-1-methyl-1H-pyrrolo[3,2-b]pyridin-3-yl)-1-(toluene-4-sulfonyl)-1H-pyrrolo[2,3-b]pyridin-4-carbaldehyde oxime in 30 cm3 of ethanol and 25 cm3 of water, at a temperature in the region of 20° C., are added 0.65 g of zinc and 17.5 cm3 of concentrated formic acid. The reaction medium is stirred at room temperature for 8 days. The reaction medium is concentrated under reduced pressure. The residue obtained is taken up in methanol, basified with sodium hydrox... Yields the product COC1=C(C=C2C(=N1)C(=CN2C)C2=CC=1C(=NC=CC1CN)N2S(=O)(=O)C2=CC=C(C=C2)C)OC ([2-(5,6-dimethoxy-1-methyl-1H-pyrrolo[3,2-b]pyridin-3-yl)-1-(toluene-4-sulfonyl)-1H-pyrrolo[2,3-b]pyridin-4-yl]methylamine). Solvent: C(C)O (ethanol), O (water), CO (methanol). RXN SMILES: [CH3:1][O:2][C:3]1[N:8]=[C:7]2[C:9]([C:13]3[N:24]([S:25]([C:28]4[CH:33]=[CH:32][C:31]([CH3:34])=[CH:30][CH:29]=4)(=[O:27])=[O:26])[C:16]4[N:17]=[CH:18][CH:19]=[C:20]([CH:21]=[N:22]O)[C:15]=4[CH:14]=3)=[CH:10][N:11]([CH3:12])[C:6]2=[CH:5][C:4]=1[O:35][CH3:36].C(O)=O.[OH-].[Na+]>C(O)C.O.CO.[Zn]>[CH3:1][O:2][C:3]1[N:8]=[C:7]2[C:9]([C:13]3[N:24]([S:25]([C:28]4[CH:33]=[CH:32][C:31]([CH3:34])=[CH:30][CH:29]=4)(=[O:27])=[O:26])[C:16]4=[N:17][CH:18]=[CH:19][C:20]([CH2:21][NH2:22])=[C:15]4[CH:14]=3)=[CH:10][N:11]([CH3:12])[C:6]2=[CH:5][C:4]=1[O:35][CH3:36] |f:2.3|. Run at time 8 day. Reactants: COC1=C(C=C2C(=N1)C(=CN2C)C2=CC1=C(N=CC=C1C=NO)N2S(=O)(=O)C2=CC=C(C=C2)C)OC (2-(5,6-dimethoxy-1-methyl-1H-pyrrolo[3,2-b]pyridin-3-yl)-1-(toluene-4-sulfonyl)-1H-pyrrolo[2,3-b]pyridin-4-carbaldehyde oxime), C(=O)O (formic acid), [OH-].[Na+] (sodium hydroxide).